This data is from the Open Reaction Database (ORD), a public repository of structured organic reaction records. The task is: describe an organic reaction: reactants, conditions, products, and yield Starting materials: C1=CC=CC1 (cyclopentadiene), CS(=O)(=O)C#N (methanesulfonyl cyanide). Run in ClCCl (dichloromethane). Reaction conditions: time 2 hour. Yields the product CS(=O)(=O)C1=NC2C=CC1C2 ((±)-3-Methanesulfonyl-2-azabicyclo[2.2.1]hepta-2,5-diene). As a reaction SMILES: [CH:1]1[CH2:5][CH:4]=[CH:3][CH:2]=1.[CH3:6][S:7]([C:10]#[N:11])(=[O:9])=[O:8]>ClCCl>[CH3:6][S:7]([C:10]1[CH:5]2[CH2:1][CH:2]([CH:3]=[CH:4]2)[N:11]=1)(=[O:9])=[O:8]. Procedure: 7.93 g of cyclopentadiene (120 mmol) was added to a solution of 10.51 g of methanesulfonyl cyanide (100 mmol) in 30 ml of dichloromethane within 5 minutes at -20° C. The colorless solution was stirred for another 2 hours at room temperature and then the solvent was distilled off, and the Diels-Alder adduct remains as yellowish solid. Properties of the compound were: